From a dataset of the Open Reaction Database (ORD), a public repository of structured organic reaction records. describe an organic reaction: reactants, conditions, products, and yield Procedure: Using essentially the same procedure as in Example 16, Step A and B but substituting 1-(R)-(N-(methyl)-N-(t-butoxycarbonyl)amino)-3-(S)-((4-(3-(4-fluorophenyl)prop-1-yl)piperidin-1-yl)methyl)-4-(S)-phenylcyclopentane from Example 26, Step H in Step A and methylsulfonyl chloride in Step B, the title compound can be prepared. Reaction SMILES: [CH3:1][N:2]([C@@H:10]1[CH2:14][C@H:13]([C:15]2[CH:20]=[CH:19][CH:18]=[CH:17][CH:16]=2)[C@@H:12]([CH2:21][N:22]2[CH2:27][CH2:26][CH:25]([CH2:28][CH2:29][CH2:30][C:31]3[CH:36]=[CH:35][C:34]([F:37])=[CH:33][CH:32]=3)[CH2:24][CH2:23]2)[CH2:11]1)C(OC(C)(C)C)=O.[CH3:38][S:39](Cl)(=[O:41])=[O:40]>>[CH3:1][N:2]([C@@H:10]1[CH2:14][C@H:13]([C:15]2[CH:20]=[CH:19][CH:18]=[CH:17][CH:16]=2)[C@@H:12]([CH2:21][N:22]2[CH2:27][CH2:26][CH:25]([CH2:28][CH2:29][CH2:30][C:31]3[CH:36]=[CH:35][C:34]([F:37])=[CH:33][CH:32]=3)[CH2:24][CH2:23]2)[CH2:11]1)[S:39]([CH3:38])(=[O:41])=[O:40]. Yields the product CN(S(=O)(=O)C)[C@H]1C[C@@H]([C@H](C1)C1=CC=CC=C1)CN1CCC(CC1)CCCC1=CC=C(C=C1)F (1-(R)-(N-(Methyl)-N-(methylsulfonyl)amino)-3-(S)-((4-(3-(4-fluorophenyl)prop-1-yl)piperidin-1-yl)methyl)-4-(S)-phenylcyclopentane). Starting materials: CN(C(=O)OC(C)(C)C)[C@H]1C[C@@H]([C@H](C1)C1=CC=CC=C1)CN1CCC(CC1)CCCC1=CC=C(C=C1)F (1-(R)-(N-(methyl)-N-(t-butoxycarbonyl)amino)-3-(S)-((4-(3-(4-fluorophenyl)prop-1-yl)piperidin-1-yl)methyl)-4-(S)-phenylcyclopentane), CS(=O)(=O)Cl (methylsulfonyl chloride). The reactants are C[C@H]1N2C=3C=C4C(=CC3OCC2=NNC1=O)C=CN4[C@]4(CNCC4)C ((R)-1-Methyl-10-((R)-3-methyl-pyrrolidin-3-yl)-3,5-dihydro-10H-6-oxa-3,4,10,11b-tetraaza-cyclopenta[b]phenanthren-2-one), C(C)(C)(C)OC(=O)N1C[C@](CC1)(C)NC=1C=C2N3[C@H](C(NN=C3COC2=CC1Br)=O)C ((R)-3-((S)-7-bromo-4-methyl-3-oxo-2,3,4,10-tetrahydro-9-oxa-1,2,4a-triaza-phenanthren-6-ylamino)-3-methyl-pyrrolidine-1-carboxylic acid tert-butyl ester). Product: C[C@@H]1N2C=3C=C4C(=CC3OCC2=NNC1=O)C=CN4[C@]4(CNCC4)C ((S)-1-Methyl-10-((R)-3-methyl-pyrrolidin-3-yl)-3,5-dihydro-10H-6-oxa-3,4,10,11b-tetraaza-cyclopenta[b]phenanthren-2-one). Reaction SMILES: [CH3:1][C@@H:2]1[C:15](=[O:16])[NH:14][N:13]=[C:12]2[N:3]1[C:4]1[CH:5]=[C:6]3[N:19]([C@:20]4([CH3:25])[CH2:24][CH2:23][NH:22][CH2:21]4)[CH:18]=[CH:17][C:7]3=[CH:8][C:9]=1[O:10][CH2:11]2.C(OC(N1CC[C@](NC2C=C3C(=CC=2Br)OCC2N3[C@@H](C)C(=O)NN=2)(C)C1)=O)(C)(C)C>>[CH3:1][C@H:2]1[C:15](=[O:16])[NH:14][N:13]=[C:12]2[N:3]1[C:4]1[CH:5]=[C:6]3[N:19]([C@:20]4([CH3:25])[CH2:24][CH2:23][NH:22][CH2:21]4)[CH:18]=[CH:17][C:7]3=[CH:8][C:9]=1[O:10][CH2:11]2. Procedure: Using a similar procedure as described in Example #162, Step F-G, (S)-1-Methyl-10-((R)-3-methyl-pyrrolidin-3-yl)-3,5-dihydro-10H-6-oxa-3,4,10,11b-tetraaza-cyclopenta[b]phenanthren-2-one (SFC (Table 1, Method 54) Rt=4.016 min, 0.019 g, 6%) was prepared from (R)-3-((S)-7-bromo-4-methyl-3-oxo-2,3,4,10-tetrahydro-9-oxa-1,2,4a-triaza-phenanthren-6-ylamino)-3-methyl-pyrrolidine-1-carboxylic acid tert-butyl ester (Example #164, Step B, isomer D, SFC (Table 1, Method 54), Rt=1.752 min, 0.45 g, 0.9 mmol)...